This data is from the Open Reaction Database (ORD), a public repository of structured organic reaction records. The task is: describe an organic reaction: reactants, conditions, products, and yield Starting materials: CC(C)C=C(c1cccc(Cl)c1)c1cc2cccnc2[nH]1, C1CCOC1, O=[Pt]=O. Yields the product CC(C)CC(c1cccc(Cl)c1)c1cc2cccnc2[nH]1. Reaction SMILES: [Cl:1][c:2]1[cH:3][c:4]([C:8](=[CH:9][CH:10]([CH3:11])[CH3:12])[c:13]2[cH:14][c:15]3[c:16]([n:17][cH:18][cH:19][cH:20]3)[nH:21]2)[cH:5][cH:6][cH:7]1.[O:22]1[CH2:23][CH2:24][CH2:25][CH2:26]1.[Pt:27](=[O:28])=[O:29]>>[Cl:1][c:2]1[cH:3][c:4]([CH:8]([CH2:9][CH:10]([CH3:11])[CH3:12])[c:13]2[cH:14][c:15]3[c:16]([n:17][cH:18][cH:19][cH:20]3)[nH:21]2)[cH:5][cH:6][cH:7]1. Reactants: NC1=C(C(=O)O)C=CC=N1 (2-Aminonicotinic acid), Cl (HCl). Reagents/catalysts: O=[Pt]=O (PtO2). The solvent is CO (methanol). Run at time 2 hour. Product: Cl.NC1=NCCCC1C(=O)O (2-Amino-3,4,5,6-Tetrahydropyridine-3-Carboxylic acid HCl). Isolated yield 103.5%. Reaction SMILES: [NH2:1][C:2]1[N:10]=[CH:9][CH:8]=[CH:7][C:3]=1[C:4]([OH:6])=[O:5].[ClH:11]>CO.O=[Pt]=O>[ClH:11].[NH2:1][C:2]1[CH:3]([C:4]([OH:6])=[O:5])[CH2:7][CH2:8][CH2:9][N:10]=1 |f:4.5|. Procedure: 2-Aminonicotinic acid (0.912 g, 6.6 mmol) was dissolved in 90% methanol (137 ml) and conc. HCl (3.5 ml, 40 mmol) was added. The solution was hydrogenated over PtO2 (200 mg) in a Parr shaker apparatus at room temperature and 29 psig for 2 hours. Filtration and evaporation gave 1.22 g (100%) oily product identified by ir 3300-2500, 1724 cm-1. The reactants are N (ammonia), C(C)(C)(C)OC(=O)N1CCC(CC1)C1=CC=C(C=C1)C(=O)O (1-tert.butyloxycarbonyl-4-(4-carboxyphenyl)-piperidine), C1(CCCCC1)N=C=NC1CCCCC1 (N,N'-dicyclohexylcarbodiimide), ON1N=NC2=C1C=CC=C2 (1-hydroxy-(1H)-benzotriazole). The solvent is CN(C=O)C (dimethylformamide). Reaction conditions: temperature -10 celsius, time 15 minute. Product: NC(=O)C1=CC=C(C=C1)C1CCN(CC1)C(=O)OC(C)(C)C (4-(4-Aminocarbonylphenyl)-1-tert.butyloxycarbonyl-piperidine). RXN SMILES: [C:1]([O:5][C:6]([N:8]1[CH2:13][CH2:12][CH:11]([C:14]2[CH:19]=[CH:18][C:17]([C:20]([OH:22])=O)=[CH:16][CH:15]=2)[CH2:10][CH2:9]1)=[O:7])([CH3:4])([CH3:3])[CH3:2].O[N:24]1C2C=CC=CC=2N=N1.C1(N=C=NC2CCCCC2)CCCCC1.N>CN(C)C=O>[NH2:24][C:20]([C:17]1[CH:18]=[CH:19][C:14]([CH:11]2[CH2:12][CH2:13][N:8]([C:6]([O:5][C:1]([CH3:4])([CH3:3])[CH3:2])=[O:7])[CH2:9][CH2:10]2)=[CH:15][CH:16]=1)=[O:22]. Procedure details: To a solution of 21.4 g of 1-tert.butyloxycarbonyl-4-(4-carboxyphenyl)-piperidine in 250 ml of anhydrous dimethylformamide are added, at -10° C., 9.5 g of 1-hydroxy-(1H)-benzotriazole and 17.3 g of N,N'-dicyclohexylcarbodiimide. The mixture is stirred for 15 minutes at -10° C. and the temperature is allowed to come up to ambient temperature within 1 hour. Then at -10° C. 20 ml of conc. ammonia are added dropwise with vigorous stirring. The mixture is stirred for 1 hour at -10° C. and for a furth... The reactants are CO (Methanol), NC1=C(C(=NC2=CC=CC=C12)C)C(C)=O (1-(4-amino-2-methyl-3-quinolinyl)-ethanone), [BH4-].[Na+] (sodium borohydride), CO.ClCCl (methanol dichloromethane). Run in O (water), C(C)(C)O (isopropanol). Product: NC1=C(C(=NC2=CC=CC=C12)C)C(O)C (4-Amino-α,2-dimethyl-3-quinolinemethanol). The yield is 74.3%. RXN SMILES: [NH2:1][C:2]1[C:11]2[C:6](=[CH:7][CH:8]=[CH:9][CH:10]=2)[N:5]=[C:4]([CH3:12])[C:3]=1[C:13](=[O:15])[CH3:14].[BH4-].[Na+].CO.ClCCl.CO>C(O)(C)C.O>[NH2:1][C:2]1[C:11]2[C:6](=[CH:7][CH:8]=[CH:9][CH:10]=2)[N:5]=[C:4]([CH3:12])[C:3]=1[CH:13]([CH3:14])[OH:15] |f:1.2,3.4|. Reported procedure: 1-(4-amino-2-methyl-3-quinolinyl)-ethanone (2 g) was added all at once as a solid to a stirred suspension of sodium borohydride (1.13 g) in isopropanol (50 ml). The mixture was refluxed for several hours until the reaction was complete based on thin-layer chromatography (silica gel, 10% methanol/dichloromethane). Methanol (10 ml) and water (5 ml) were added and the mixture was allowed to cool slowly to room temperature. Most of the solvent was evaporated under vacuum, and the concentrate partiti... The reactants are C([O-])([O-])=O (carbonate), formula 2, NC=1C(=C(C2=C(C=CC(O2)(C)C)C1)Br)C (6-amino-8-bromo-2,2,7-trimethyl-2H-benzopyran), C(C)(C)N(CC)C(C)C (diisopropylethyl amine). The solvent is CC(=O)N(C)C (dimethylacetamide). Run at time 10 minute. Product: C(N)(O)=O.NC=1C(=CC2=C(C=CC(O2)(C)C)C1)C (6-amino-2,2,7-trimethyl-2H-benzopyran carbamate). As a reaction SMILES: [C:1](=[O:4])([O-])[O-:2].[NH2:5][C:6]1[C:7]([CH3:19])=[C:8](Br)[C:9]2[O:14][C:13]([CH3:16])([CH3:15])[CH:12]=[CH:11][C:10]=2[CH:17]=1.C(N(C(C)C)CC)(C)C>CC(N(C)C)=O>[C:1](=[O:4])([OH:2])[NH2:5].[NH2:5][C:6]1[C:7]([CH3:19])=[CH:8][C:9]2[O:14][C:13]([CH3:15])([CH3:16])[CH:12]=[CH:11][C:10]=2[CH:17]=1 |f:4.5|. Reported procedure: After a carbonate resin (0.80 mmol/g, 10 g, 8.0 mmol) of formula 2 was mixed with dimethylacetamide (DMA, 50 mL) by shaking at room temperature for 10 min, 6-amino-8-bromo-2,2,7-trimethyl-2H-benzopyran (4.29 g, 16.0 mmol) and diisopropylethyl amine (DIPEA; 5.17 mg, 40.0 mmol) were successively added thereto and mixed by shaking at 25° C. for 15 hrs. After the reaction was completed, the reaction mixture was subjected to filtration and repeatedly washed with DMF, DCM, DCM/MeOH and MeOH, to obtain... Starting materials: [N+](=O)([O-])C1=CC=C(OC2CCNCC2)C=C1 (4-(4-Nitrophenoxy)piperidine), BrCC1=CC=C(C=C1)C(C(F)(F)F)(C(F)(F)F)O (2-(4-(bromomethyl)phenyl)-1,1,1,3,3,3-hexafluoropropan-2-ol), C([O-])([O-])=O.[K+].[K+] (potassium carbonate). Solvent: C(C)#N (acetonitrile). Yields the product FC(C(C(F)(F)F)(O)C1=CC=C(C=C1)CN1CCC(CC1)OC1=CC=C(C=C1)[N+](=O)[O-])(F)F (1,1,1,3,3,3-Hexafluoro-2-(4-((4-(4-nitrophenoxy)piperidin-1-yl)methyl)phenyl)propan-2-ol). RXN SMILES: [N+:1]([C:4]1[CH:16]=[CH:15][C:7]([O:8][CH:9]2[CH2:14][CH2:13][NH:12][CH2:11][CH2:10]2)=[CH:6][CH:5]=1)([O-:3])=[O:2].Br[CH2:18][C:19]1[CH:24]=[CH:23][C:22]([C:25]([OH:34])([C:30]([F:33])([F:32])[F:31])[C:26]([F:29])([F:28])[F:27])=[CH:21][CH:20]=1.C(=O)([O-])[O-].[K+].[K+]>C(#N)C>[F:27][C:26]([F:28])([F:29])[C:25]([C:22]1[CH:23]=[CH:24][C:19]([CH2:18][N:12]2[CH2:11][CH2:10][CH:9]([O:8][C:7]3[CH:15]=[CH:16][C:4]([N+:1]([O-:3])=[O:2])=[CH:5][CH:6]=3)[CH2:14][CH2:13]2)=[CH:20][CH:21]=1)([OH:34])[C:30]([F:31])([F:33])[F:32] |f:2.3.4|. Reported procedure: 4-(4-Nitrophenoxy)piperidine (2.70 mmol, 600 mg), 2-(4-(bromomethyl)phenyl)-1,1,1,3,3,3-hexafluoropropan-2-ol (2.70 mmol, 910 mg) and potassium carbonate (5.40 mmol, 746 mg) were combined and stirred at 70° C. in acetonitrile (20 mL) overnight. The reaction mixture was filtered and the filtrate concentrated under vacuum to afford the title compound. MS (ESI) m/z 490.0 [M+H]+ Starting materials: O (water), C1(=CC=CC=C1)S(=O)(=O)N (benzenesulfonamide), C(C)C1(CCC(CC1)N=C=O)CC (4.4-diethylcyclohexyl-isocyanate), C([O-])([O-])=O.[K+].[K+] (potassium carbonate). Solvent: O1CCOCC1 (dioxane). Run at time 2 hour. Product: C(C)C1(CCC(CC1)NC(N)=O)CC (N'-(4.4-diethyl-cyclohexyl)-urea). Reaction SMILES: C1(S([NH2:10])(=O)=O)C=CC=CC=1.C(=O)([O-])[O-].[K+].[K+].[CH2:17]([C:19]1([CH2:28][CH3:29])[CH2:24][CH2:23][CH:22]([N:25]=[C:26]=[O:27])[CH2:21][CH2:20]1)[CH3:18].O>O1CCOCC1>[CH2:28]([C:19]1([CH2:17][CH3:18])[CH2:20][CH2:21][CH:22]([NH:25][C:26](=[O:27])[NH2:10])[CH2:23][CH2:24]1)[CH3:29] |f:1.2.3|. Procedure details: 9.6 g of 4-(β-<2-methoxy-5-chlorobenzamido>α-methylethyl)-benzenesulfonamide are dissolved in 250 ml of dioxane. 6.9 g of finely ground potassium carbonate are added and the whole is heated to boil for 2 hours while stirring. 4.5 g of 4.4-diethylcyclohexyl-isocyanate are added dropwise while continuing to stir. Stirring and heating is continued for 8 hours, the whole is poured into water and acidified. The crystalline precipitate obtained is filtered off with suction and dried. The whole is diss... Reactants: FC(C(=O)O)(F)F.CN1CCN(CC1)C1=CC=C(C=N1)C=1SC2=C(N1)C=CC(=C2)N (2-[6-(4-methylpiperazin-1-yl)pyridin-3-yl]-1,3-benzothiazol-6-amine trifluoroacetate), C(C)(C)N(CC)C(C)C (diisopropylethylamine), C(Cl)Cl (DCM). The solvent is C(Cl)Cl.C1CCOC1 (DCM THF). Run at time 8 hour. Yields the product FC(C(=O)NC1=CC2=C(N=C(S2)C=2C=NC(=CC2)N2CCN(CC2)C)C=C1)(F)F (2,2,2-trifluoro-N-{2-[6-(4-methylpiperazin-1-yl)pyridin-3-yl]-1,3-benzothiazol-6-yl}acetamide). Yield: 37.8%. RXN SMILES: [F:1][C:2]([F:7])([F:6])[C:3](O)=[O:4].[CH3:8][N:9]1[CH2:14][CH2:13][N:12]([C:15]2[N:20]=[CH:19][C:18]([C:21]3[S:22][C:23]4[CH:29]=[C:28]([NH2:30])[CH:27]=[CH:26][C:24]=4[N:25]=3)=[CH:17][CH:16]=2)[CH2:11][CH2:10]1.C(N(C(C)C)CC)(C)C.C(Cl)Cl>C(Cl)Cl.C1COCC1>[F:1][C:2]([F:7])([F:6])[C:3]([NH:30][C:28]1[CH:27]=[CH:26][C:24]2[N:25]=[C:21]([C:18]3[CH:19]=[N:20][C:15]([N:12]4[CH2:11][CH2:10][N:9]([CH3:8])[CH2:14][CH2:13]4)=[CH:16][CH:17]=3)[S:22][C:23]=2[CH:29]=1)=[O:4] |f:0.1,4.5|. Procedure details: A mixture of 2-[6-(4-methylpiperazin-1-yl)pyridin-3-yl]-1,3-benzothiazol-6-amine trifluoroacetate (0.12 g, 0.27 mmol), ethyl chloroformiate (36 μL, 0.38 mmol) and diisopropylethylamine (0.238 mL, 1.44 mmol) in DCM/THF (1:1, 7 mL) was stirred at r.t. overnight. Additional DCM was added before washing the sol. with sat. sodium hydrogencarbonate and then brine. The sol. was then dried (Na2SO4), filtered and evaporated in vacuo. The residue was purified by prep. HPLC, to give intermediate 2,2,2-trif... Starting materials: BrC1=CC(=C(C(=O)C(C(=O)OCC)=CN(C)C)C=C1)Cl (ethyl 2-(4-bromo-2-chloro-benzoyl)-3-dimethylaminoacrylate), ice water, C1(CCCCC1)N (cyclohexylamine), CC(C)(C)[O-].[K+] (potassium tert-butylate). Run in CS(=O)C (dimethyl sulphoxide). Reaction conditions: time 45 minute. Yields the product BrC1=CC=C2C(C(=CN(C2=C1)C1CCCCC1)C(=O)OCC)=O (ethyl 7-bromo-1-cyclohexyl-4-oxo-1,4-dihydro-quinoline-3-carboxylate). The yield is 70.6%. As a reaction SMILES: [Br:1][C:2]1[CH:19]=[CH:18][C:5]([C:6]([C:8](=[CH:14][N:15]([CH3:17])C)[C:9]([O:11][CH2:12][CH3:13])=[O:10])=[O:7])=[C:4](Cl)[CH:3]=1.[CH:21]1(N)[CH2:26][CH2:25]C[CH2:23][CH2:22]1.CC([O-])(C)C.[K+]>CS(C)=O>[Br:1][C:2]1[CH:3]=[C:4]2[C:5]([C:6](=[O:7])[C:8]([C:9]([O:11][CH2:12][CH3:13])=[O:10])=[CH:14][N:15]2[CH:17]2[CH2:25][CH2:26][CH2:21][CH2:22][CH2:23]2)=[CH:18][CH:19]=1 |f:2.3|. Procedure details: 13ad) A solution of 20 g of ethyl 2-(4-bromo-2-chloro-benzoyl)-3-dimethylaminoacrylate (Example 13ac)) in 200 ml of dimethyl sulphoxide is treated with 5.5 g of cyclohexylamine and stirred at room temperature under argon for 45 min. Immediately after the addition the solution begins to decolourize and a colourless, gel-like substance separates. 6.84 g of potassium tert-butylate are added in one portion to this suspension. The resulting suspension is stirred at room temperature for 10 min. and su...